Dataset: the Open Reaction Database (ORD), a public repository of structured organic reaction records. Task: describe an organic reaction: reactants, conditions, products, and yield Reactants: ClC=1C=C(N)C=C(C1)Cl (3,5-dichloroaniline), O (water), CN(CCCN=C=NCC)C (1-(3-Dimethylaminopropyl)-3-ethyl-carbodiimide), O=C1N(C(C=C1)=O)C(C(=O)O)CC(C)C (2,5-dioxo-α-isobutyl-3-pyrroline-1-acetic acid). The solvent is O1CCCC1 (tetrahydrofuran), CCCCCC.C(C)(=O)OCC (hexane ethyl acetate). Run at time 30 minute. Yields the product O=C1N(C(C=C1)=O)C(C(=O)NC1=CC(=CC(=C1)Cl)Cl)CC(C)C (2,5-Dioxo-α-isobutyl-3',5'-dichloro-3-pyrroline-1-acetanilide). Isolated yield 16.5%. Reaction SMILES: CN(C)CCCN=C=NCC.[O:12]=[C:13]1[CH:17]=[CH:16][C:15](=[O:18])[N:14]1[CH:19]([CH2:23][CH:24]([CH3:26])[CH3:25])[C:20]([OH:22])=O.[Cl:27][C:28]1[CH:29]=[C:30]([CH:32]=[C:33]([Cl:35])[CH:34]=1)[NH2:31].O>O1CCCC1.CCCCCC.C(OCC)(=O)C>[O:18]=[C:15]1[CH:16]=[CH:17][C:13](=[O:12])[N:14]1[CH:19]([CH2:23][CH:24]([CH3:26])[CH3:25])[C:20]([NH:31][C:30]1[CH:29]=[C:28]([Cl:27])[CH:34]=[C:33]([Cl:35])[CH:32]=1)=[O:22] |f:5.6|. Procedure details: 1-(3-Dimethylaminopropyl)-3-ethyl-carbodiimide (3.5 g, 0.0182 mol) is added to a suspension of DL-2,5-dioxo-α-isobutyl-3-pyrroline-1-acetic acid (3.5 g, 0.0166 mol) in tetrahydrofuran. The reaction mixture is stirred for 30 minutes, treated with 3,5-dichloroaniline (2.69 g, 0.0166 mol) under ntirogen, stirred at room temperature for 12 hours and poured into water. The mixture is extracted with methylene chloride. The extracts are combined and concentrated in vacuo to give a residue. Flash chroma... Reactants: NC=1NC(=CC1C(=O)OCC)C1=CC=C(C=C1)OC (2-amino-3-ethoxycarbonyl-5-(4-methoxy-phenyl)-1H-pyrrole), C(=O)N (formamide). Solvent: CN(C)C=O (DMF), C(=O)O (formic acid). Product: COC1=CC=C(C=C1)C1=CC2=C(N=CN=C2O)N1 (6-(4-Methoxy-phenyl)-7H-pyrrolo[2,3-d]pyrimidin-4-ol). As a reaction SMILES: [NH2:1][C:2]1[NH:3][C:4]([C:12]2[CH:17]=[CH:16][C:15]([O:18][CH3:19])=[CH:14][CH:13]=2)=[CH:5][C:6]=1[C:7](OCC)=[O:8].[CH:20]([NH2:22])=O>CN(C=O)C.C(O)=O>[CH3:19][O:18][C:15]1[CH:16]=[CH:17][C:12]([C:4]2[NH:3][C:2]3[N:1]=[CH:20][N:22]=[C:7]([OH:8])[C:6]=3[CH:5]=2)=[CH:13][CH:14]=1. Procedure: Under a protective gas, 611 mg (2.3 mmol) of 2-amino-3-ethoxycarbonyl-5-(4-methoxy-phenyl)-1H-pyrrole in 5 ml of formamide, 2.5 ml of DMF and 1.25 ml of formic acid are heated at 150° C. overnight. Working-up analogously to Step 8.2 yields the title compound; m.p.>300° C.; FAB-MS: (M+H)+ =242.